This data is from the Open Reaction Database (ORD), a public repository of structured organic reaction records. The task is: describe an organic reaction: reactants, conditions, products, and yield The reactants are NCCc1ccccc1, COC(=O)c1cc(Cl)ccc1OC, COc1ccc(Cl)cc1C(=O)NCCc1ccc(S(N)(=O)=O)cc1, O=C(O)c1cc(Cl)ccc1O. The product is COc1ccc(Cl)cc1C(=O)NCCc1ccccc1. RXN SMILES: [CH2:49]([NH2:50])[CH2:51][c:52]1[cH:53][cH:54][cH:55][cH:56][cH:57]1.[CH3:36][O:37][C:38](=[O:39])[c:40]1[cH:41][c:42]([Cl:43])[cH:44][cH:45][c:46]1[O:47][CH3:48].[Cl:1][c:2]1[cH:3][cH:4][c:5]([O:23][CH3:24])[c:6]([C:7](=[O:8])[NH:9][CH2:10][CH2:11][c:12]2[cH:13][cH:14][c:15]([S:18]([NH2:19])(=[O:20])=[O:21])[cH:16][cH:17]2)[cH:22]1.[OH:25][C:26]([c:27]1[c:28]([OH:29])[cH:30][cH:31][c:32]([Cl:33])[cH:34]1)=[O:35]>>[Cl:1][c:2]1[cH:3][cH:4][c:5]([O:23][CH3:24])[c:6]([C:7](=[O:8])[NH:9][CH2:10][CH2:11][c:12]2[cH:13][cH:14][cH:15][cH:16][cH:17]2)[cH:22]1. Product: CC1(C)OB(c2cnn(CCO)c2)OC1(C)C. RXN SMILES: [C:1](=[O:2])([CH3:3])[O:4][CH2:5][CH2:6][n:7]1[n:8][cH:9][c:10]([B:12]2[O:13][C:14]([CH3:19])([CH3:20])[C:15]([CH3:17])([CH3:18])[O:16]2)[cH:11]1.[ClH:23].[Li+:22].[OH-:21].[OH2:24]>>[OH:4][CH2:5][CH2:6][n:7]1[n:8][cH:9][c:10]([B:12]2[O:13][C:14]([CH3:19])([CH3:20])[C:15]([CH3:17])([CH3:18])[O:16]2)[cH:11]1. The reactants are CC(=O)OCCn1cc(B2OC(C)(C)C(C)(C)O2)cn1, Cl, [Li+], [OH-], O. Reactants: CC(C)(C)OC(=O)N1CCC2(CC1)CN(C1CCc3cc(-c4ccc(C(N)=O)cc4)ccc31)C2, CCOC(C)=O, Cl, C1COCCO1. The product is Cl, NC(=O)c1ccc(-c2ccc3c(c2)CCC3N2CC3(CCNCC3)C2)cc1. RXN SMILES: [C:1]([O:2][C:3](=[O:4])[N:8]1[CH2:9][CH2:10][C:11]2([CH2:12][N:13]([CH:15]3[CH2:16][CH2:17][c:18]4[cH:19][c:20](-[c:24]5[cH:25][cH:26][c:27]([C:30]([NH2:31])=[O:32])[cH:28][cH:29]5)[cH:21][cH:22][c:23]43)[CH2:14]2)[CH2:33][CH2:34]1)([CH3:5])([CH3:6])[CH3:7].[CH3:36][CH2:37][O:38][C:39]([CH3:40])=[O:41].[ClH:35].[O:42]1[CH2:43][CH2:44][O:45][CH2:46][CH2:47]1>>[ClH:35].[NH:8]1[CH2:9][CH2:10][C:11]2([CH2:12][N:13]([CH:15]3[CH2:16][CH2:17][c:18]4[cH:19][c:20](-[c:24]5[cH:25][cH:26][c:27]([C:30]([NH2:31])=[O:32])[cH:28][cH:29]5)[cH:21][cH:22][c:23]43)[CH2:14]2)[CH2:33][CH2:34]1. Starting materials: C1(=CC=CC=C1)CCC1CCC(CC1)C(=O)OCC (ethyl 4-(2-phenylethyl)-cyclohexanecarboxylate), [Li+].[OH-] (LiOH). Solvent: O (water), CO (MeOH), O (water). Conditions: time 8 hour. Product: C1(=CC=CC=C1)CCC1CCC(CC1)C(=O)O (4-(2-Phenylethyl)-cyclohexanecarboxylic Acid). Isolated yield 94.3%. RXN SMILES: [C:1]1([CH2:7][CH2:8][CH:9]2[CH2:14][CH2:13][CH:12]([C:15]([O:17]CC)=[O:16])[CH2:11][CH2:10]2)[CH:6]=[CH:5][CH:4]=[CH:3][CH:2]=1.[Li+].[OH-]>CO.O>[C:1]1([CH2:7][CH2:8][CH:9]2[CH2:14][CH2:13][CH:12]([C:15]([OH:17])=[O:16])[CH2:11][CH2:10]2)[CH:6]=[CH:5][CH:4]=[CH:3][CH:2]=1 |f:1.2|. Procedure details: To a solution of the product of STEP 2 (1.26 g) in MeOH (20 mL), add water (5 mL) and LiOH (0.61 g) and stir overnight at ambient temperature. Dilute the reaction mixture with water and extract with Et2O. Acidify the aqueous layer with conc.HCl and extract with EtOAc. Separate the organic layer, wash with water and brine, and concentrate to obtain the title compound (1.06 g). Reactants: CC(C)C(=O)Cl, COc1cccc(C(Oc2ccc3c(cnn3-c3ccc(F)cc3)c2)C(C)N)c1. Yields the product COc1cccc(C(Oc2ccc3c(cnn3-c3ccc(F)cc3)c2)C(C)NC(=O)C(C)C)c1. As a reaction SMILES: [CH3:30][CH:31]([C:32](=[O:33])[Cl:34])[CH3:35].[F:1][c:2]1[cH:3][cH:4][c:5](-[n:8]2[n:9][cH:10][c:11]3[cH:12][c:13]([O:17][CH:18]([CH:19]([CH3:20])[NH2:21])[c:22]4[cH:23][c:24]([O:28][CH3:29])[cH:25][cH:26][cH:27]4)[cH:14][cH:15][c:16]23)[cH:6][cH:7]1>>[F:1][c:2]1[cH:3][cH:4][c:5](-[n:8]2[n:9][cH:10][c:11]3[cH:12][c:13]([O:17][CH:18]([CH:19]([CH3:20])[NH:21][C:32]([CH:31]([CH3:30])[CH3:35])=[O:33])[c:22]4[cH:23][c:24]([O:28][CH3:29])[cH:25][cH:26][cH:27]4)[cH:14][cH:15][c:16]23)[cH:6][cH:7]1. Reactants: C(C)N1C[C@@H]2CC=C(C[C@]2(CC1)C1=CC(=CC=C1)OC)C1=CC=CC=C1 ((±)-trans-2-ethyl-4a-(3-methoxyphenyl)-6-phenyl-1 ,2,3,4,4a,5,8,8a-octahydroisoquinoline), [Na+].[I-] (NaI), Cl[Si](C)(C)C (chlorotrimethylsilane). The solvent is C(C)#N (acetonitrile). Product: C(C)N1C[C@@H]2CC=C(C[C@]2(CC1)C1=CC(=CC=C1)O)C1=CC=CC=C1 ((±)-trans-2-Ethyl-4a-(3-hydroxyphenyl)-6-phenyl-1,2,3,4,4a,5,8,8a-octahydroisoquinoline). Isolated yield 15.7%. RXN SMILES: [CH2:1]([N:3]1[CH2:12][CH2:11][C@@:10]2([C:13]3[CH:18]=[CH:17][CH:16]=[C:15]([O:19]C)[CH:14]=3)[C@@H:5]([CH2:6][CH:7]=[C:8]([C:21]3[CH:26]=[CH:25][CH:24]=[CH:23][CH:22]=3)[CH2:9]2)[CH2:4]1)[CH3:2].[Na+].[I-].Cl[Si](C)(C)C>C(#N)C>[CH2:1]([N:3]1[CH2:12][CH2:11][C@@:10]2([C:13]3[CH:18]=[CH:17][CH:16]=[C:15]([OH:19])[CH:14]=3)[C@@H:5]([CH2:6][CH:7]=[C:8]([C:21]3[CH:26]=[CH:25][CH:24]=[CH:23][CH:22]=3)[CH2:9]2)[CH2:4]1)[CH3:2] |f:1.2|. Procedure: The reaction was conducted as described in Example 10, using 0.77 g (2.2 mmol) of (±)-trans-2-ethyl-4a-(3-methoxyphenyl)-6-phenyl-1 ,2,3,4,4a,5,8,8a-octahydroisoquinoline, 1.32 g (8.8 mmol) of NaI, 1.1 ml (8.8 mmol) of chlorotrimethylsilane and 20 ml of acetonitrile. The crude reaction mixture was purified by flash chromatography, eluting with a mixture CH2Cl2 /MeOH/conc. NH4OH 90:7:0.7 respectively. The resulting solid was triturated in acetone, yielding 0.115 g of the title compound. M.p.=215-... The reactants are Clc1ccc2c(c1Cl)CNCC2, Cl, [Na+], [Na+], O=C([O-])[O-]. Yields the product Clc1ccc2c(c1Cl)C=NCC2. Reaction SMILES: [Cl:8][c:9]1[cH:10][cH:11][c:12]2[c:17]([c:18]1[Cl:19])[CH2:16][NH:15][CH2:14][CH2:13]2.[ClH:7].[Na+:1].[Na+:2].[O-:3][C:4](=[O:5])[O-:6]>>[Cl:8][c:9]1[cH:10][cH:11][c:12]2[c:17]([c:18]1[Cl:19])[CH:16]=[N:15][CH2:14][CH2:13]2. Starting materials: C(C)OC(C#CC1=CC=C(C=C1)C(C)(C)C)=O ((4-tert-butyl-phenyl)-propynoic acid ethyl ester), NC=1C=NC2=CC=CC=C2C1 (3-aminoquinoline), solution, C[Al](C)C (trimethylaluminum), C1(=CC=CC=C1)C (toluene), resultant solution. The solvent is C(C)OCC (diethyl ether), ClCCCl (1,2-dichloroethane), CO (methanol). Product: N1=CC(=CC2=CC=CC=C12)NC(C#CC1=CC=C(C=C1)C(C)(C)C)=O (3-(4-tert-Butyl-phenyl)-propynoic acid quinolin-3-ylamide). RXN SMILES: C(O[C:4](=[O:17])[C:5]#[C:6][C:7]1[CH:12]=[CH:11][C:10]([C:13]([CH3:16])([CH3:15])[CH3:14])=[CH:9][CH:8]=1)C.[NH2:18][C:19]1[CH:20]=[N:21][C:22]2[C:27]([CH:28]=1)=[CH:26][CH:25]=[CH:24][CH:23]=2.C[Al](C)C.C1(C)C=CC=CC=1>ClCCCl.C(OCC)C.CO>[N:21]1[C:22]2[C:27](=[CH:26][CH:25]=[CH:24][CH:23]=2)[CH:28]=[C:19]([NH:18][C:4](=[O:17])[C:5]#[C:6][C:7]2[CH:8]=[CH:9][C:10]([C:13]([CH3:14])([CH3:15])[CH3:16])=[CH:11][CH:12]=2)[CH:20]=1. Procedure details: A solution of (4-tert-butyl-phenyl)-propynoic acid ethyl ester (0.23 g, 1.0 mmol) and 3-aminoquinoline (0.144 g, 1.0 mmol) in 1,2-dichloroethane (15 mL) was treated with a 2N solution of trimethylaluminum in toluene (0.75 mL, 1.5 mmol). The resultant solution was stirred at room temperature for 15 minutes, then heated at reflux for 18 h. The solution was cooled and treated with methanol (0.50 mL). The product was preabsorbed onto silica gel and purified by flash chromatography, using a gradient ... Starting materials: O (water), CC1=NN=C2N1N=C(C=C2)C2=CC(=CC=C2)N (3-methyl-6-[3-(amino)phenyl]-1,2,4-triazolo[4,3-b]pyridazine), C(C)(C)N(CC)C(C)C (diisopropylethylamine), C(CCC)(=O)Cl (butyryl chloride). Solvent: ClCCl (dichloromethane). Run at time 12 hour. Product: CC1=NN=C2N1N=C(C=C2)C=2C=C(C=CC2)NC(CCC)=O (N-[3-(3-Methyl-1,2,4-triazolo[4,3-b]-pyridazin-6-yl)phenyl]butanamide). As a reaction SMILES: [CH3:1][C:2]1[N:6]2[N:7]=[C:8]([C:11]3[CH:16]=[CH:15][CH:14]=[C:13]([NH2:17])[CH:12]=3)[CH:9]=[CH:10][C:5]2=[N:4][N:3]=1.C(N(C(C)C)CC)(C)C.[C:27](Cl)(=[O:31])[CH2:28][CH2:29][CH3:30].O>ClCCl>[CH3:1][C:2]1[N:6]2[N:7]=[C:8]([C:11]3[CH:12]=[C:13]([NH:17][C:27](=[O:31])[CH2:28][CH2:29][CH3:30])[CH:14]=[CH:15][CH:16]=3)[CH:9]=[CH:10][C:5]2=[N:4][N:3]=1. Procedure: To a solution of 6 g of 3-methyl-6-[3-(amino)phenyl]-1,2,4-triazolo[4,3-b]pyridazine and 5.1 ml diisopropylethylamine in 500 ml dichloromethane was added 3.1 ml of butyryl chloride. This solution was stirred for 12 hours then poured onto 200 ml of water and extracted with 150 ml portions of dichloromethane. The combined extracts were dried, concentrated in vacuo and the solid chromatographed on 500 g silica gel with dichloromethane-methanol (95:5). The fractions containing the desired product we... Reactants: CC(=O)c1ccc(NS(C)(=O)=O)c(N)c1, O=C(Cl)c1ccc(F)cc1F, c1ccncc1. Yields the product CC(=O)c1ccc(NS(C)(=O)=O)c(NC(=O)c2ccc(F)cc2F)c1. As a reaction SMILES: [C:1]([CH3:2])(=[O:3])[c:4]1[cH:5][c:6]([NH2:15])[c:7]([NH:8][S:9](=[O:10])(=[O:11])[CH3:12])[cH:13][cH:14]1.[F:16][c:17]1[c:18]([C:19](=[O:20])[Cl:21])[cH:22][cH:23][c:24]([F:26])[cH:25]1.[cH:27]1[cH:28][cH:29][n:30][cH:31][cH:32]1>>[C:1]([CH3:2])(=[O:3])[c:4]1[cH:5][c:6]([NH:15][C:19]([c:18]2[c:17]([F:16])[cH:25][c:24]([F:26])[cH:23][cH:22]2)=[O:20])[c:7]([NH:8][S:9](=[O:10])(=[O:11])[CH3:12])[cH:13][cH:14]1.